This data is from the Open Reaction Database (ORD), a public repository of structured organic reaction records. The task is: describe an organic reaction: reactants, conditions, products, and yield Reactants: O=C1CCC(=O)N1CCBr, CN(C)CCNS(=O)(=O)c1cc(C#N)ccc1Oc1cc(Cl)cc(Cl)c1, [H-], [Na+], CN(C)C=O. The product is CN(C)CCN(CCN1C(=O)CCC1=O)S(=O)(=O)c1cc(C#N)ccc1Oc1cc(Cl)cc(Cl)c1. Reaction SMILES: [Br:27][CH2:28][CH2:29][N:30]1[C:31](=[O:36])[CH2:32][CH2:33][C:34]1=[O:35].[C:1](#[N:2])[c:3]1[cH:4][cH:5][c:6]([O:18][c:19]2[cH:20][c:21]([Cl:26])[cH:22][c:23]([Cl:25])[cH:24]2)[c:7]([S:9](=[O:10])(=[O:11])[NH:12][CH2:13][CH2:14][N:15]([CH3:16])[CH3:17])[cH:8]1.[H-:38].[Na+:37].[O:39]=[CH:40][N:41]([CH3:42])[CH3:43]>>[C:1](#[N:2])[c:3]1[cH:4][cH:5][c:6]([O:18][c:19]2[cH:20][c:21]([Cl:26])[cH:22][c:23]([Cl:25])[cH:24]2)[c:7]([S:9](=[O:10])(=[O:11])[N:12]([CH2:13][CH2:14][N:15]([CH3:16])[CH3:17])[CH2:28][CH2:29][N:30]2[C:31](=[O:36])[CH2:32][CH2:33][C:34]2=[O:35])[cH:8]1.